Dataset: the Open Reaction Database (ORD), a public repository of structured organic reaction records. Task: describe an organic reaction: reactants, conditions, products, and yield The reactants are OC(C=CC1=CC=C(C=C1)C1=NC=C(C=N1)OCCCCCCCCCC)C ((-)-2-(4-(3-hydroxy-1-butenyl)phenyl)-5-decyloxypyrimidine), C(CCC)(=O)Cl (butyryl chloride). The solvent is N1=CC=CC=C1 (pyridine), C1(=CC=CC=C1)C (toluene). Conditions: time 4 hour. Product: C(CCC)(=O)OC(C=CC1=CC=C(C=C1)C1=NC=C(C=N1)OCCCCCCCCCC)C ((+)-2-(4-(3-butyryloxy-1-butenyl)phenyl)-5-decyloxy-pyrimidine). Isolated yield 88.7%. RXN SMILES: [OH:1][CH:2]([CH3:28])[CH:3]=[CH:4][C:5]1[CH:10]=[CH:9][C:8]([C:11]2[N:16]=[CH:15][C:14]([O:17][CH2:18][CH2:19][CH2:20][CH2:21][CH2:22][CH2:23][CH2:24][CH2:25][CH2:26][CH3:27])=[CH:13][N:12]=2)=[CH:7][CH:6]=1.[C:29](Cl)(=[O:33])[CH2:30][CH2:31][CH3:32]>N1C=CC=CC=1.C1(C)C=CC=CC=1>[C:29]([O:1][CH:2]([CH3:28])[CH:3]=[CH:4][C:5]1[CH:6]=[CH:7][C:8]([C:11]2[N:16]=[CH:15][C:14]([O:17][CH2:18][CH2:19][CH2:20][CH2:21][CH2:22][CH2:23][CH2:24][CH2:25][CH2:26][CH3:27])=[CH:13][N:12]=2)=[CH:9][CH:10]=1)(=[O:33])[CH2:30][CH2:31][CH3:32]. Procedure: 1.0 g of (-)-2-(4-(3-hydroxy-1-butenyl)phenyl)-5-decyloxypyrimidine was dissolved in 20 ml of pyridine, added with 0.5 g of butyryl chloride and stirred at 25°-30° C. for 4 hours. The reaction mixture was diluted with 100 ml of toluene and washed with 4N hydrochloric acid, water, a 5% sodium bicarbonate solution and water successively in that order. The toluene layer was concentrated under reduced pressure and the residue was purified by silica gel column chromatography using toluene/ethyl aceta... Starting materials: CC(C)(C)OC(=O)N, C1=CN=C(C=C1F)Cl. Reagents/catalysts: C(=O)([O-])[O-].[Cs+].[Cs+], CC1(C2=C(C(=CC=C2)P(C3=CC=CC=C3)C4=CC=CC=C4)OC5=C1C=CC=C5P(C6=CC=CC=C6)C7=CC=CC=C7)C, C1=CC=C(C=C1)/C=C/C(=O)/C=C/C2=CC=CC=C2.C1=CC=C(C=C1)/C=C/C(=O)/C=C/C2=CC=CC=C2.C1=CC=C(C=C1)/C=C/C(=O)/C=C/C2=CC=CC=C2.[Pd].[Pd]. Solvent: C1COCCO1. Run at temperature 90 celsius. Product: CC(C)(C)OC(=O)NC1=NC=CC(=C1)F. The yield is 19.5%. Procedure: 2-chloro-4-fluoropyridine (132 mg, 1 mmol), tert-butyl carbamate (123 mg, 1.05 mmol), CESIUM CARBONATE (652 mg, 2.00 mmol) ,TRIS(DIBENZYLIDENEACETONE)DIPALLADIUM (36.6 mg, 0.04 mmol) and 9,9-DIMETHYL-4,5-BIS(DIPHENYLPHOSPHINO)XANTHENE (46.3 mg, 0.08 mmol) were suspended in 1,4-dioxane (2.5 ml) ,degased with argon and heated to 90 °C for 4 hours.  After cooling the reaction was quenched with water and extracted with ethyl acetate ( x 2 ). The combined organic phases were washed with water , a sat... Starting materials: [I-].[Na+] (sodium iodide), C(C)OC1=CC=C(\C=C/2\C(NC(S2)=O)=O)C=C1 ((Z)-5-(4-ethoxybenzylidene)thiazolidine-2,4-dione), N1=C(C=CC=C1)CCl (2-picolyl chloride), C([O-])([O-])=O.[K+].[K+] (potassium carbonate), Cl (HCl), C(C)OC1=CC=C(\C=C/2\C(N(C(S2)=O)CCC)=O)C=C1 ((Z)-5-(4-ethoxybenzylidene)-3-propylthiazolidine-2,4-dione). Product: C(C)OC1=CC=C(\C=C/2\C(N(C(S2)=O)CC2=NC=CC=C2)=O)C=C1 ((Z)-5-(4-ethoxybenzylidene)-3-(pyridin-2-ylmethyl)thiazolidine-2,4-dione). Reaction SMILES: [CH2:1]([O:3][C:4]1[CH:17]=[CH:16][C:7](/[CH:8]=[C:9]2/[C:10](=[O:15])[NH:11][C:12](=[O:14])[S:13]/2)=[CH:6][CH:5]=1)[CH3:2].[N:18]1[CH:23]=[CH:22][CH:21]=[CH:20][C:19]=1[CH2:24]Cl.Cl.[I-].[Na+].C(=O)([O-])[O-].[K+].[K+].C(OC1C=CC(/C=C2/C(=O)N(CCC)C(=O)S/2)=CC=1)C>>[CH2:1]([O:3][C:4]1[CH:17]=[CH:16][C:7](/[CH:8]=[C:9]2/[C:10](=[O:15])[N:11]([CH2:24][C:19]3[CH:20]=[CH:21][CH:22]=[CH:23][N:18]=3)[C:12](=[O:14])[S:13]/2)=[CH:6][CH:5]=1)[CH3:2] |f:3.4,5.6.7|. Reported procedure: The title compound 28j was prepared from compound 2 (75 mg, 0.30 mmol), 2-picolyl chloride.HCl (54 mg, 0.33 mmol), sodium iodide (45 mg, 0.30 mmol) and potassium carbonate (104 mg, 0.75 mmol) in a manner similar to that described for 28d in 97.5% (99 mg) yield as a white solid.